This data is from the Open Reaction Database (ORD), a public repository of structured organic reaction records. The task is: describe an organic reaction: reactants, conditions, products, and yield Reactants: ClC(=O)OCC (ethyl chloroformate), COC1=CC(=C(C(=O)C2=C(N=NN2)C(=O)OCC)C=C1OC)[N+](=O)[O-] (ethyl 5-(4,5-dimethoxy-2-nitrobenzoyl)-1H-1,2,3-triazole-4-carboxylate), ClC(=O)OCC (ethyl chloroformate), O.C1(=CC=C(C=C1)S(=O)(=O)O)C (p-toluenesulfonic acid monohydrate), C=O (Paraformaldehyde). Solvent: N1=CC=CC=C1 (Pyridine), N1=CC=CC=C1 (pyridine), C(Cl)Cl (methylene chloride). Reaction conditions: time 30 minute. Product: C(C)OC(=O)OCN1N=C(C(=N1)C(=O)OCC)C(C1=C(C=C(C(=C1)OC)OC)[N+](=O)[O-])=O (ethyl 2-(ethoxycarbonyloxymethyl)-5-(4,5-dimethoxy-2-nitrobenzoyl)-2H-1,2,3-triazole-4-carboxylate). The yield is 53.0%. Reaction SMILES: [CH3:1][O:2][C:3]1[C:20]([O:21][CH3:22])=[CH:19][C:6]([C:7]([C:9]2[NH:13][N:12]=[N:11][C:10]=2[C:14]([O:16][CH2:17][CH3:18])=[O:15])=[O:8])=[C:5]([N+:23]([O-:25])=[O:24])[CH:4]=1.[OH2:26].[C:27]1([CH3:37])C=CC(S(O)(=O)=O)=CC=1.C=O.Cl[C:41]([O:43][CH2:44]C)=[O:42]>C(Cl)Cl.N1C=CC=CC=1>[CH2:27]([O:42][C:41]([O:43][CH2:44][N:12]1[N:11]=[C:10]([C:14]([O:16][CH2:17][CH3:18])=[O:15])[C:9]([C:7](=[O:8])[C:6]2[CH:19]=[C:20]([O:21][CH3:22])[C:3]([O:2][CH3:1])=[CH:4][C:5]=2[N+:23]([O-:25])=[O:24])=[N:13]1)=[O:26])[CH3:37] |f:1.2|. Procedure details: Ethyl 5-(4,5-dimethoxy-2-nitrobenzoyl)-1H-1,2,3-triazole-4-carboxylate (Synthesis Example 2) (70 mg) and p-toluenesulfonic acid monohydrate (17 mg) were suspended in methylene chloride (10 ml) under an argon atmosphere. Paraformaldehyde (6 mg) was added thereto. The mixture was stirred at room temperature for 30 min. Pyridine (0.05 ml) and ethyl chloroformate (0.04 ml) were added thereto, and the mixture was stirred at room temperature for one hr. Further, pyridine (0.02 ml) and ethyl chloroform...